Dataset: the Open Reaction Database (ORD), a public repository of structured organic reaction records. Task: describe an organic reaction: reactants, conditions, products, and yield Starting materials: OC[C@H](O)[C@@H](O)[C@H](O)[C@H](O)CO (sorbitol), Cl (HCl), C(CCCCCCCCCCC)C1=C(C=CC=C1)S(=O)(=O)O (dodecylbenzenesulfonic acid), C(=O)C=1C=C2CCCC2=CC1 (5-formylindan), [OH-].[K+] (KOH). Procedure: A 400 mL reaction vessel fitted with a mechanical stirrer was charged with sorbitol (32 g, 0.18 mol), water (20 g), concentrated HCl (45 g) and dodecylbenzenesulfonic acid (0.4 g). After stirring for 10 min, 5-formylindan (29 g, 0.20 mol) was added. The mixture was stirred for 18 h, then neutralized with aqueous KOH. The solids were collected by filtration and washed with water and methanol to give Indan DBS as a white solid (14 g, 33% yield). The yield is 33.0%. Conditions: time 10 minute. As a reaction SMILES: OC[C@@H]([C@H]([C@@H]([C@@H](CO)O)O)O)O.Cl.[CH2:14]([C:26]1[CH:31]=[CH:30][CH:29]=[CH:28][C:27]=1S(O)(=O)=O)[CH2:15][CH2:16]CCCCCCCCC.C(C1C=C2C(=CC=1)CCC2)=O.[OH-].[K+]>O>[CH2:16]1[C:27]2[C:26](=[CH:31][CH:30]=[CH:29][CH:28]=2)[CH2:14][CH2:15]1 |f:4.5|. Run in O (water). Yields the product C1CCC2=CC=CC=C12 (Indan), solid. Reactants: F[C@@H]1[C@@H](C1)C(CC#N)=O (cis-3-(2-fluoro-cyclopropyl)-3-oxopropanenitrile), NN (hydrazine). The solvent is CCO (EtOH). Yields the product F[C@@H]1[C@@H](C1)C1=CC(=NN1)N (cis-5-(2-fluorocyclopropyl)-1H-pyrazol-3-amine). The yield is 60.9%. Reaction SMILES: [F:1][C@H:2]1[CH2:4][C@H:3]1[C:5](=O)[CH2:6][C:7]#[N:8].[NH2:10][NH2:11]>CCO>[F:1][C@H:2]1[CH2:4][C@H:3]1[C:5]1[NH:11][N:10]=[C:7]([NH2:8])[CH:6]=1. Procedure details: To a solution of MeCN (7.28 mL, 139 mmol) in anhydrous THF (130 mL) at −78° C. under N2 was added n-butyllithium (2.4 mol/L) in hexanes (58 mL, 139 mmol) dropwise. The mixture was stirred at −78° C. for 30 min then cis-ethyl-2-fluorocyclo-propanecarboxylate (1.5 g; 87.0 mmol) was added dropwise with stirring while maintaining the temperature at −78° C. The resulting solution was stirred at 25° C. for 2 h, quenched by the addition of 50% satd. aq. NH4Cl solution and extracted with EtOAc (3×50 mL)... Reactants: C(C)(=O)OCC=C(CCl)C (4-acetoxy-2-methyl-1-chloro-2-butene), C1N2CN3CN1CN(C2)C3 (hexamethylenetetramine), S(O)(O)(=O)=O (sulfuric acid). Solvent: O (water). Conditions: temperature 35 celsius, time 4 hour. Yields the product C(C)(=O)OCC=C(C=O)C (4-acetoxy-2-methyl-2-buten-1-al). Yield: 69.0%. Reaction SMILES: [C:1]([O:4][CH2:5][CH:6]=[C:7]([CH3:10])[CH2:8]Cl)(=[O:3])[CH3:2].C1N2CN3CN(C2)CN1C3.S(=O)(=O)(O)[OH:22]>O>[C:1]([O:4][CH2:5][CH:6]=[C:7]([CH3:10])[CH:8]=[O:22])(=[O:3])[CH3:2]. Procedure details: Crude 4-acetoxy-2-methyl-1-chloro-2-butene (194 g, Purity: 83.8%, 1 mol) was added to hexamethylenetetramine (168 g, 1.2 mol)/water (1 liter), and the mixture was stirred at 35° C. for 4 hours and then separated into aqueous and organic layers. 1,2-Dichloroethane (1 liter) was added to the aqueous layer, the mixture was subjected to reaction at 72° C. for 6 hours while adjusting the pH with 1N sulfuric acid. The 1,2-dichloroethane layer was separated, 1,2-dichloroethane (1 liter) was added, and ... Starting materials: CSc1cc(-c2ccc(CC(C#N)NC(=O)C3CCCCN3C(=O)OC(C)(C)C)cc2)ccc1C#N, ClCCl, O=C(OO)c1cccc(Cl)c1. The product is CS(=O)c1cc(-c2ccc(CC(C#N)NC(=O)C3CCCCN3C(=O)OC(C)(C)C)cc2)ccc1C#N. RXN SMILES: [C:12](#[N:13])[CH:14]([CH2:15][c:16]1[cH:17][cH:18][c:19](-[c:22]2[cH:23][c:24]([S:30][CH3:31])[c:25]([C:28]#[N:29])[cH:26][cH:27]2)[cH:20][cH:21]1)[NH:32][C:33](=[O:34])[CH:35]1[N:36]([C:41](=[O:42])[O:43][C:44]([CH3:45])([CH3:46])[CH3:47])[CH2:37][CH2:38][CH2:39][CH2:40]1.[Cl:48][CH2:49][Cl:50].[OH:1][O:2][C:3]([c:4]1[cH:5][c:6]([Cl:7])[cH:8][cH:9][cH:10]1)=[O:11]>>[O:1]=[S:30]([c:24]1[cH:23][c:22](-[c:19]2[cH:18][cH:17][c:16]([CH2:15][CH:14]([C:12]#[N:13])[NH:32][C:33](=[O:34])[CH:35]3[N:36]([C:41](=[O:42])[O:43][C:44]([CH3:45])([CH3:46])[CH3:47])[CH2:37][CH2:38][CH2:39][CH2:40]3)[cH:21][cH:20]2)[cH:27][cH:26][c:25]1[C:28]#[N:29])[CH3:31]. Starting materials: CC(C)(C=Cc1ccc(N2CC(=O)N(CC[Si](C)(C)C)S2(=O)=O)c(OCc2ccccc2)c1)NC(=O)OC(C)(C)C, CN(C)C=O. Yields the product CC(C)(C=Cc1ccc(N2CC(=O)NS2(=O)=O)c(OCc2ccccc2)c1)NC(=O)OC(C)(C)C. RXN SMILES: [C:1]([CH3:2])([CH3:3])([CH3:4])[O:5][C:6]([NH:7][C:8]([CH:9]=[CH:10][c:11]1[cH:12][c:13]([O:31][CH2:32][c:33]2[cH:34][cH:35][cH:36][cH:37][cH:38]2)[c:14]([N:17]2[S:18](=[O:29])(=[O:30])[N:19]([CH2:23][CH2:24][Si:25]([CH3:26])([CH3:27])[CH3:28])[C:20](=[O:22])[CH2:21]2)[cH:15][cH:16]1)([CH3:39])[CH3:40])=[O:41].[O:42]=[CH:43][N:44]([CH3:45])[CH3:46]>>[C:1]([CH3:2])([CH3:3])([CH3:4])[O:5][C:6]([NH:7][C:8]([CH:9]=[CH:10][c:11]1[cH:12][c:13]([O:31][CH2:32][c:33]2[cH:34][cH:35][cH:36][cH:37][cH:38]2)[c:14]([N:17]2[S:18](=[O:29])(=[O:30])[NH:19][C:20](=[O:22])[CH2:21]2)[cH:15][cH:16]1)([CH3:39])[CH3:40])=[O:41]. Reactants: BrC1=C(C=C2CCNC2=C1)F (6-bromo-5-fluoro-indoline), ClC1=NC=NC2=CC(=CC=C12)OC (4-chloro-7-methoxy-quinazoline), Cl (HCl). Run in CC(C)O (i-PrOH). The product is Cl.BrC1=C(C=C2CCN(C2=C1)C1=NC=NC2=CC(=CC=C12)OC)F (4-(6-Bromo-5-fluoro-2,3-dihydro-indol-1-yl)-7-methoxy-quinazoline hydrochloride salt). The yield is 74.0%. Reaction SMILES: Cl.[Br:2][C:3]1[CH:11]=[C:10]2[C:6]([CH2:7][CH2:8][NH:9]2)=[CH:5][C:4]=1[F:12].[Cl:13][C:14]1[C:23]2[C:18](=[CH:19][C:20]([O:24][CH3:25])=[CH:21][CH:22]=2)[N:17]=[CH:16][N:15]=1>CC(O)C>[ClH:13].[Br:2][C:3]1[CH:11]=[C:10]2[C:6]([CH2:7][CH2:8][N:9]2[C:14]2[C:23]3[C:18](=[CH:19][C:20]([O:24][CH3:25])=[CH:21][CH:22]=3)[N:17]=[CH:16][N:15]=2)=[CH:5][C:4]=1[F:12] |f:4.5|. Reported procedure: Utilizing a procedure analogous to that described in Example 1 (with conversion to the HCl salt as outlined for Example 2), this product was prepared in 74% yield from 6-bromo-5-fluoro-indoline (1.1 eq.), and 4-chloro-7-methoxy-quinazoline (1.0 eq) in i-PrOH. (M.P. 252°-252° C.; LC-MS: 374, 376 (MH+); anal. RP18-HPLC RT: 5.26 min.). The reactants are CC=1C(=C(C=CC1)S(=O)(=O)C1=C(C(=CC=C1)C)C1=C(C(CC1(C)C)=O)C)C1=C(C(CC1(C)C)=O)C (methyl-(3-oxo-2,5,5-trimethyl-cyclopent-1-en-1-yl)-phenylsulfone), C(C)(=O)OCC=C(CCl)C (1-acetoxy-4-chloro-3-methyl-but-2-ene), CN(C=O)C (dimethylformamide), CN(C=O)C (dimethylformamide), potassium tert.butylate. The solvent is O (water). Run at time 16 hour. Product: O=C1C(=C(C(C1)(C)C)C(CC(=CCO)C)S(=O)(=O)C1=CC=CC=C1)C (5-(3-oxo-2,5,5-trimethyl-cyclopent-1-en1-yl)-5-phenylsulfonyl3-methyl-pent-2-en-1-ol). RXN SMILES: C[C:2]1[C:3](C2C(C)(C)CC(=O)C=2C)=[C:4]([S:8]([C:11]2[CH:16]=[CH:15][CH:14]=C(C)[C:12]=2[C:18]2[C:22](C)(C)CC(=O)[C:19]=2C)(=[O:10])=[O:9])[CH:5]=[CH:6][CH:7]=1.CN(C)[CH:38]=[O:39].C([O:44][CH2:45][CH:46]=[C:47]([CH3:50])[CH2:48]Cl)(=O)C>O>[O:44]=[C:45]1[CH2:46][C:47]([CH3:48])([CH3:50])[C:16]([CH:11]([S:8]([C:4]2[CH:3]=[CH:2][CH:7]=[CH:6][CH:5]=2)(=[O:9])=[O:10])[CH2:12][C:18]([CH3:22])=[CH:19][CH2:38][OH:39])=[C:15]1[CH3:14]. Reported procedure: 5-(3-oxo-2,5,5-trimethyl-cyclopent-1-en-1-yl)-3-methyl-penta-2,4-diene-1-triphenylphosphonium bromide is prepared according to the following method. 10 g. of 1-hydroxymethyl-3-oxo-2,5,5-trimethyl-cyclopent-1-ene are dissolved in 200 ml. of ether. After the addition of 1.2 ml. of pyridine, the solution is treated dropwise at -20°C. with a solution of 2.9 ml. of phosphorus tribromide in 40 ml. of ether, stirred for 1 hour, introduced into water and then extracted with ether. The ether extract is e... The reactants are C1CCOC1, CCCCCC, COC(=O)c1c(C)ccc(O)c1C, ClCCN1CCOCC1, Cl, [H-], [Na+], O. Product: COC(=O)c1c(C)ccc(OCCN2CCOCC2)c1C. Reaction SMILES: [CH2:27]1[O:28][CH2:29][CH2:30][CH2:31]1.[CH3:32][CH2:33][CH2:34][CH2:35][CH2:36][CH3:37].[CH3:3][c:4]1[c:5]([C:6](=[O:7])[O:8][CH3:9])[c:10]([CH3:15])[cH:11][cH:12][c:13]1[OH:14].[Cl:17][CH2:18][CH2:19][N:20]1[CH2:21][CH2:22][O:23][CH2:24][CH2:25]1.[ClH:16].[H-:2].[Na+:1].[OH2:26]>>[CH3:3][c:4]1[c:5]([C:6](=[O:7])[O:8][CH3:9])[c:10]([CH3:15])[cH:11][cH:12][c:13]1[O:14][CH2:18][CH2:19][N:20]1[CH2:21][CH2:22][O:23][CH2:24][CH2:25]1. The reactants are C(=O)([O-])[O-].[Na+].[Na+] (Na2CO3), CC1(OB(OC1(C)C)C=1C=C(OC1)C(=O)N)C (4-(4,4,5,5-tetramethyl-[1,3,2]dioxaborolan-2-yl)-furan-2-carboxylic acid amide), N1(CCOCC1)C1=CC=C(C=C1)NC=1C=2N(C(=CN1)C=1C=C3CNC(C3=CC1)=O)C=CN2 (5-[8-(4-Morpholin-4-yl-phenylamino)-imidazo[1,2-a]pyrazin-5-yl]-2,3-dihydro-isoindol-1-one), BrC1=CN=C(C=2N1C=CN2)NC2=CC=C(C=C2)N2CCN(CC2)C(C)C (5-bromo-imidazo[1,2-a]pyrazin-8-yl-[4-(4-isopropyl-piperazin-1-yl)-phenyl]-amine). The reagents and catalysts are C=1C=CC(=CC1)[P](C=2C=CC=CC2)(C=3C=CC=CC3)[Pd]([P](C=4C=CC=CC4)(C=5C=CC=CC5)C=6C=CC=CC6)([P](C=7C=CC=CC7)(C=8C=CC=CC8)C=9C=CC=CC9)[P](C=1C=CC=CC1)(C=1C=CC=CC1)C=1C=CC=CC1 (Pd(PPh3)4). Solvent: O1CCOCC1 (dioxane). The product is N (NH3), C(C)(C)N1CCN(CC1)C1=CC=C(C=C1)NC=1C=2N(C(=CN1)C=1C=C(OC1)C(=O)N)C=CN2 (4-{8-[4-(4-Isopropyl-piperazin-1-yl)-phenylamino]-imidazo[1,2-a]pyrazin-5-yl}-furan-2-carboxylic acid amide). Isolated yield 36.0%. RXN SMILES: [N:1]1(C2C=CC(NC3C4N(C=CN=4)C(C4C=C5C(=CC=4)C(=O)NC5)=CN=3)=CC=2)CCOCC1.Br[C:34]1[N:39]2[CH:40]=[CH:41][N:42]=[C:38]2[C:37]([NH:43][C:44]2[CH:49]=[CH:48][C:47]([N:50]3[CH2:55][CH2:54][N:53]([CH:56]([CH3:58])[CH3:57])[CH2:52][CH2:51]3)=[CH:46][CH:45]=2)=[N:36][CH:35]=1.CC1(C)C(C)(C)OB([C:67]2[CH:68]=[C:69]([C:72]([NH2:74])=[O:73])[O:70][CH:71]=2)O1.C([O-])([O-])=O.[Na+].[Na+]>O1CCOCC1.C1C=CC([P]([Pd]([P](C2C=CC=CC=2)(C2C=CC=CC=2)C2C=CC=CC=2)([P](C2C=CC=CC=2)(C2C=CC=CC=2)C2C=CC=CC=2)[P](C2C=CC=CC=2)(C2C=CC=CC=2)C2C=CC=CC=2)(C2C=CC=CC=2)C2C=CC=CC=2)=CC=1>[NH3:1].[CH:56]([N:53]1[CH2:54][CH2:55][N:50]([C:47]2[CH:48]=[CH:49][C:44]([NH:43][C:37]3[C:38]4[N:39]([CH:40]=[CH:41][N:42]=4)[C:34]([C:67]4[CH:68]=[C:69]([C:72]([NH2:74])=[O:73])[O:70][CH:71]=4)=[CH:35][N:36]=3)=[CH:45][CH:46]=2)[CH2:51][CH2:52]1)([CH3:58])[CH3:57] |f:3.4.5,^1:91,93,112,131|. Reported procedure: In the same way as described for Compound 178, step 4, using, 5-bromo-imidazo[1,2-a]pyrazin-8-yl-[4-(4-isopropyl-piperazin-1-yl)-phenyl]-amine (0.08 g, 0.19 mmol), 4-(4,4,5,5-tetramethyl-[1,3,2]dioxaborolan-2-yl)-furan-2-carboxylic acid amide (0.092 g, 0.39 mmol), 1.5M Na2CO3 (1.02 mL, 1.53 mmol) and Pd(PPh3)4 (0.055 g, 0.47 mmol) in dioxane (4 mL). Purification using silica gel column chromatography, eluting with DCM followed by 97:3 DCM:NH3 (7M in MeOH), affords the title compound (30.2 mg, 36...